From a dataset of the Open Reaction Database (ORD), a public repository of structured organic reaction records. describe an organic reaction: reactants, conditions, products, and yield Reactants: FC=1C=C2C=CNC2=C(C1)C(=O)O (5-fluoro-1H-indol-7-carboxylic acid), C(C)(C)(C)C1=CC=C(CNCCC2=CC=C(C=C2)F)C=C1 ((4-tert-butyl-benzyl)-[2-(4-fluoro-phenyl)-ethyl]-amine), CCN=C=NCCCN(C)C.Cl (EDC.HCl). Run in C(Cl)Cl (DCM). The product is C(C)(C)(C)C1=CC=C(CN(C(=O)C=2C=C(C=C3C=CNC23)F)CCC2=CC=C(C=C2)F)C=C1 (5-Fluoro-1H-indole-7-carboxylic acid (4-tert-butyl-benzyl)-[2-(4-fluoro-phenyl)-ethyl]-amide). Isolated yield 73.2%. As a reaction SMILES: [F:1][C:2]1[CH:3]=[C:4]2[C:8](=[C:9]([C:11]([OH:13])=O)[CH:10]=1)[NH:7][CH:6]=[CH:5]2.[C:14]([C:18]1[CH:34]=[CH:33][C:21]([CH2:22][NH:23][CH2:24][CH2:25][C:26]2[CH:31]=[CH:30][C:29]([F:32])=[CH:28][CH:27]=2)=[CH:20][CH:19]=1)([CH3:17])([CH3:16])[CH3:15].CCN=C=NCCCN(C)C.Cl>C(Cl)Cl>[C:14]([C:18]1[CH:34]=[CH:33][C:21]([CH2:22][N:23]([CH2:24][CH2:25][C:26]2[CH:31]=[CH:30][C:29]([F:32])=[CH:28][CH:27]=2)[C:11]([C:9]2[CH:10]=[C:2]([F:1])[CH:3]=[C:4]3[C:8]=2[NH:7][CH:6]=[CH:5]3)=[O:13])=[CH:20][CH:19]=1)([CH3:17])([CH3:15])[CH3:16] |f:2.3|. Reported procedure: 66 mg (0.33 mol) of 5-fluoro-1H-indol-7-carboxylic acid, 86 mg (0.30 mmol) of (4-tert-butyl-benzyl)-[2-(4-fluoro-phenyl)-ethyl]-amine and 63 mg (0.33 mmol) of EDC.HCl were dissolved in 3 ml DCM. The reaction mixture was stirred at rt over night. The solvent was evaporated and the residue was purified by column chromatography (20 g silica gel; heptane/EtOAc 7:3) to yield 98 mg (73%) product as a light yellow viscous oil. MS (ISP) 447.2 (M+H)+. Starting materials: N (ammonia), Cl (HCl), CO (methanol), compounds 7, CNC1(N=C(N=C1)NC)C1=CNC2=CC=CC=C12 (4, 2-dimethylamino-4-(3-indolyl)imidazole), compound 7. The product is N (ammonia), C=1C=CC2=C(C1)C=3C=CC=NC3N2 (α-carboline). As a reaction SMILES: C[NH:2][C:3]1([C:10]2[C:18]3[C:13](=[CH:14][CH:15]=[CH:16][CH:17]=3)[NH:12][CH:11]=2)[CH:7]=NC(NC)=N1.Cl.[NH3:20].[CH3:21]O>>[NH3:2].[CH:16]1[CH:15]=[CH:14][C:13]2[NH:12][C:11]3[N:20]=[CH:21][CH:7]=[CH:3][C:10]=3[C:18]=2[CH:17]=1. Reported procedure: This example describes the synthesis of compounds 7 and 8 of FIG. 5. A solution of 2-dimethylamino-4-(3-indolyl)imidazole 5.HCl (0.2 g, 0.76 mmol) in 40 mL of methanol saturated with ammonia (MeOH, sat. NH3) was allow to stir in the presence of air at 25° C. for 1 day during which time compound 7 precipitated from the solution as a dark solid and was collected by filtration. Resubjection of 7 to an ammonia saturated methanol solution in air for 7 days at 25° C. produced compound 8 as a orange so... The reactants are ClC=1C=C(N)C=CC1Cl (3,4-dichloroaniline), C(C(=O)C)(=O)OCC (ethyl pyruvate). Yields the product C(C)OC([C@@H](NC1=CC(=C(C=C1)Cl)Cl)C)=O (N-(3,4-dichlorophenyl)alanine ethyl ester). As a reaction SMILES: [Cl:1][C:2]1[CH:3]=[C:4]([CH:6]=[CH:7][C:8]=1[Cl:9])[NH2:5].[C:10]([O:15][CH2:16][CH3:17])(=[O:14])[C:11]([CH3:13])=O>>[CH2:16]([O:15][C:10](=[O:14])[C@H:11]([CH3:13])[NH:5][C:4]1[CH:6]=[CH:7][C:8]([Cl:9])=[C:2]([Cl:1])[CH:3]=1)[CH3:17]. Procedure details: Following General Procedure AA above and using 3,4-dichloroaniline (Aldrich) and ethyl pyruvate (Aldrich), the title compound was prepared as an oil. The reaction was monitored by tlc on silica gel (Rf=0.4 in 25% EtOAc/hexanes) and purification was by preparative plate chromatography (silica gel using 25% EtOAc/hexanes as the eluant). Starting materials: O=C(OCc1ccccc1)C1Cc2ccccc2CN1, CN1CCOCC1, CC(=O)C(=O)O, C(=NC1CCCCC1)=NC1CCCCC1, ClC(Cl)Cl, Cc1ccc(S(=O)(=O)O)cc1. Product: CC(=O)C(=O)N1Cc2ccccc2CC1C(=O)OCc1ccccc1. As a reaction SMILES: [CH2:12]1[NH:13][CH:14]([C:22](=[O:23])[O:24][CH2:25][c:26]2[cH:27][cH:28][cH:29][cH:30][cH:31]2)[CH2:15][c:16]2[cH:17][cH:18][cH:19][cH:20][c:21]21.[CH3:32][N:33]1[CH2:34][CH2:35][O:36][CH2:37][CH2:38]1.[CH3:54][C:55](=[O:56])[C:57]([OH:58])=[O:59].[CH:39]1([N:40]=[C:41]=[N:42][CH:43]2[CH2:44][CH2:45][CH2:46][CH2:47][CH2:48]2)[CH2:49][CH2:50][CH2:51][CH2:52][CH2:53]1.[Cl:60][CH:61]([Cl:62])[Cl:63].[OH:1][S:2]([c:3]1[cH:4][cH:5][c:6]([CH3:7])[cH:8][cH:9]1)(=[O:10])=[O:11]>>[CH2:12]1[N:13]([C:57]([C:55]([CH3:54])=[O:56])=[O:58])[CH:14]([C:22](=[O:23])[O:24][CH2:25][c:26]2[cH:27][cH:28][cH:29][cH:30][cH:31]2)[CH2:15][c:16]2[cH:17][cH:18][cH:19][cH:20][c:21]21. The reactants are C1=C(C=CC2=CC3=CC=CC=C3C=C12)C(=O)O (2-anthracenecarboxylic acid), C(=O)(N1C=NC=C1)N1C=NC=C1 (1,1'-carbonyldiimidazole), ClC1=C(C=CC=C1Cl)N1CCN(CC1)CCCCN (4-[4-(2,3-dichlorophenyl)-1-piperazinyl]-1-aminobutane). The solvent is O1CCCC1 (tetrahydrofuran), O1CCCC1 (tetrahydrofuran). Conditions: time 8 hour. The product is ClC1=C(C=CC=C1Cl)N1CCN(CC1)CCCCNC(=O)C1=CC2=CC3=CC=CC=C3C=C2C=C1 (N-{4-[4-(2,3-Dichlorophenyl)-1-piperazinyl]butyl}-2-anthracenecarboxamide). Yield: 80.3%. Reaction SMILES: [CH:1]1[C:14]2[C:5](=[CH:6][C:7]3[C:12]([CH:13]=2)=[CH:11][CH:10]=[CH:9][CH:8]=3)[CH:4]=[CH:3][C:2]=1[C:15](O)=[O:16].C(N1C=CN=C1)(N1C=CN=C1)=O.[Cl:30][C:31]1[C:36]([Cl:37])=[CH:35][CH:34]=[CH:33][C:32]=1[N:38]1[CH2:43][CH2:42][N:41]([CH2:44][CH2:45][CH2:46][CH2:47][NH2:48])[CH2:40][CH2:39]1>O1CCCC1>[Cl:30][C:31]1[C:36]([Cl:37])=[CH:35][CH:34]=[CH:33][C:32]=1[N:38]1[CH2:39][CH2:40][N:41]([CH2:44][CH2:45][CH2:46][CH2:47][NH:48][C:15]([C:2]2[CH:3]=[CH:4][C:5]3[C:14](=[CH:13][C:12]4[C:7]([CH:6]=3)=[CH:8][CH:9]=[CH:10][CH:11]=4)[CH:1]=2)=[O:16])[CH2:42][CH2:43]1. Procedure details: A mixture of 2-anthracenecarboxylic acid (100 mg, 0.45 mmol) and 1,1'-carbonyldiimidazole (82 mg, 0.5 mmol) in 10 mL of anhydrous tetrahydrofuran is stirred for 8 hours. A solution of 4-[4-(2,3-dichlorophenyl)-1-piperazinyl]-1-aminobutane (150 mg, 0.5 mmol) in 1 mL of tetrahydrofuran is added and the resulting mixture is stirred for 30 minutes. The reaction mixture is partitioned between ethyl acetate and water. The organic layer is washed with aqueous Na2CO3, dried (Na2SO4) and concentrated in ... The reactants are BrC1=CN2C=CC(C(=C2C=C1)C1=C(C=CC=C1F)F)=O (7-bromo-1-(2,6-difluorophenyl)-2H-quinolizin-2-one), [Br-].FC1=C(C[Zn+])C=CC(=C1)F (2,4-difluorobenzylzincbromide). The reagents and catalysts are C=1C=CC(=CC1)[P](C=2C=CC=CC2)(C=3C=CC=CC3)[Pd]([P](C=4C=CC=CC4)(C=5C=CC=CC5)C=6C=CC=CC6)([P](C=7C=CC=CC7)(C=8C=CC=CC8)C=9C=CC=CC9)[P](C=1C=CC=CC1)(C=1C=CC=CC1)C=1C=CC=CC1 (tetrakis). Solvent: C(C)(=O)OCC (ethyl acetate), C1CCOC1 (THF). Reaction conditions: temperature 90 celsius. Product: FC1=C(CC2=CN3C=CC(C(=C3C=C2)C2=C(C=CC=C2F)F)=O)C=CC(=C1)F (7-(2,4-difluorobenzyl)-1-(2,6-difluorophenyl)-2H-quinolizin-2-one). Reaction SMILES: Br[C:2]1[CH:11]=[CH:10][C:9]2[N:4]([CH:5]=[CH:6][C:7](=[O:20])[C:8]=2[C:12]2[C:17]([F:18])=[CH:16][CH:15]=[CH:14][C:13]=2[F:19])[CH:3]=1.[Br-].[F:22][C:23]1[CH:30]=[C:29]([F:31])[CH:28]=[CH:27][C:24]=1[CH2:25][Zn+]>C1COCC1.C(OCC)(=O)C.C1C=CC([P]([Pd]([P](C2C=CC=CC=2)(C2C=CC=CC=2)C2C=CC=CC=2)([P](C2C=CC=CC=2)(C2C=CC=CC=2)C2C=CC=CC=2)[P](C2C=CC=CC=2)(C2C=CC=CC=2)C2C=CC=CC=2)(C2C=CC=CC=2)C2C=CC=CC=2)=CC=1>[F:22][C:23]1[CH:30]=[C:29]([F:31])[CH:28]=[CH:27][C:24]=1[CH2:25][C:2]1[CH:11]=[CH:10][C:9]2[N:4]([CH:5]=[CH:6][C:7](=[O:20])[C:8]=2[C:12]2[C:17]([F:18])=[CH:16][CH:15]=[CH:14][C:13]=2[F:19])[CH:3]=1 |f:1.2,^1:46,48,67,86|. Procedure: To a solution of 7-bromo-1-(2,6-difluorophenyl)-2H-quinolizin-2-one (100 mg, 0.3 mmole) was added 2,4-difluorobenzylzincbromide (0.5 N in THF, 1.2 ml), and tetrakis (15 mg) in THF. The mixture was heated to 90° C. until reaction complete. The mixture was diluted with ethyl acetate, washed with 1N HCl, brine and dried over MgSO4. Upon concentration, the mixture was purified by gel chromatography (100% ethyl acetate) to yield the title compound. The reactants are CN1CCN(CC1)C1=CC=NC2=CC=C(C=C12)C=1C=NN(C1)C(C1=CC=CC=C1)(C1=CC=CC=C1)C1=CC=CC=C1 (4-(4-methylpiperazin-1-yl)-6-(1-trityl-1H-4-pyrazolyl)quinoline), Cl (hydrochloric acid). Yields the product Cl.Cl.CN1CCN(CC1)C1=CC=NC2=CC=C(C=C12)C=1C=NNC1 (4-(4-Methylpiperazin-1-yl)-6-(1H-4-pyrazolyl)quinoline dihydrochloride). RXN SMILES: [CH3:1][N:2]1[CH2:7][CH2:6][N:5]([C:8]2[C:17]3[C:12](=[CH:13][CH:14]=[C:15]([C:18]4[CH:19]=[N:20][N:21](C(C5C=CC=CC=5)(C5C=CC=CC=5)C5C=CC=CC=5)[CH:22]=4)[CH:16]=3)[N:11]=[CH:10][CH:9]=2)[CH2:4][CH2:3]1.[ClH:42]>>[ClH:42].[ClH:42].[CH3:1][N:2]1[CH2:3][CH2:4][N:5]([C:8]2[C:17]3[C:12](=[CH:13][CH:14]=[C:15]([C:18]4[CH:22]=[N:21][NH:20][CH:19]=4)[CH:16]=3)[N:11]=[CH:10][CH:9]=2)[CH2:6][CH2:7]1 |f:2.3.4|. Procedure: 186 mg 4-(4-methylpiperazin-1-yl)-6-(1-trityl-1H-4-pyrazolyl)quinoline obtained in Example 169 and 2.6 mL of 5 N hydrochloric acid were reacted in the same manner as in Example 163, to give 127 mg of the title compound as yellow crystals.